Dataset: the Open Reaction Database (ORD), a public repository of structured organic reaction records. Task: describe an organic reaction: reactants, conditions, products, and yield Starting materials: ClC1=C(C=CC=C1)C(=O)C1=NC=C(N=C1Cl)Cl ((2-chlorophenyl)-(3,5-dichloropyrazin-2-yl)methanone), FC1=C(C=CC(=C1)F)O (2,4-difluorophenol), C([O-])([O-])=O.[K+].[K+] (potassium carbonate). Run in CN(C)C=O (DMF), CN(C=O)C (dimethylformamide). Conditions: time 8 hour. The product is ClC=1C(=NC=C(N1)OC1=C(C=C(C=C1)F)F)C(=O)C1=C(C=CC=C1)Cl ([3-chloro-5-(2,4-difluorophenoxyl)pyrazin-2-yl]-(2-chlorophenyl)methanone). Yield: 88.4%. As a reaction SMILES: [Cl:1][C:2]1[CH:7]=[CH:6][CH:5]=[CH:4][C:3]=1[C:8]([C:10]1[C:15]([Cl:16])=[N:14][C:13](Cl)=[CH:12][N:11]=1)=[O:9].[F:18][C:19]1[CH:24]=[C:23]([F:25])[CH:22]=[CH:21][C:20]=1[OH:26].C(=O)([O-])[O-].[K+].[K+]>CN(C=O)C>[Cl:16][C:15]1[C:10]([C:8]([C:3]2[CH:4]=[CH:5][CH:6]=[CH:7][C:2]=2[Cl:1])=[O:9])=[N:11][CH:12]=[C:13]([O:26][C:20]2[CH:21]=[CH:22][C:23]([F:25])=[CH:24][C:19]=2[F:18])[N:14]=1 |f:2.3.4|. Procedure: To a dimethylformamide, i.e., DMF, (25 mL) solution of (2-chlorophenyl)-(3,5-dichloropyrazin-2-yl)methanone (2.1 g, 7.3 mmol, 1.0 eq) under nitrogen was added 2,4-difluorophenol (0.7 mL, 7.3 mmol, 1.0 eq) and potassium carbonate (1.21 g, 8.76 mmol, 1.2 eq). The resulting mixture was stirred overnight at room temperature and then concentrated. The residue was dissolved in dichloromethane and washed with water and brine. The organic layer was dried over sodium sulfate, filtered and concentrated to... Reactants: COC(=O)C1CCN(C(=S)NN)CC1, CC(=O)c1nn(C)c(-c2ccc(C(F)(F)F)cc2)c1O. Product: COC(=O)C1CCN(C(=S)NN=C(C)c2nn(C)c(-c3ccc(C(F)(F)F)cc3)c2O)CC1. RXN SMILES: [NH:21]([NH2:22])[C:23](=[S:24])[N:25]1[CH2:26][CH2:27][CH:28]([C:31](=[O:32])[O:33][CH3:34])[CH2:29][CH2:30]1.[OH:1][c:2]1[c:3]([C:18]([CH3:19])=[O:20])[n:4][n:5]([CH3:17])[c:6]1-[c:7]1[cH:8][cH:9][c:10]([C:13]([F:14])([F:15])[F:16])[cH:11][cH:12]1>>[OH:1][c:2]1[c:3]([C:18]([CH3:19])=[N:22][NH:21][C:23](=[S:24])[N:25]2[CH2:26][CH2:27][CH:28]([C:31](=[O:32])[O:33][CH3:34])[CH2:29][CH2:30]2)[n:4][n:5]([CH3:17])[c:6]1-[c:7]1[cH:8][cH:9][c:10]([C:13]([F:14])([F:15])[F:16])[cH:11][cH:12]1.